Dataset: the Open Reaction Database (ORD), a public repository of structured organic reaction records. Task: describe an organic reaction: reactants, conditions, products, and yield Reactants: O=C([O-])[O-], CCI, CN(C)C=O, CCOC(C)=O, [K+], [K+], CCCc1c(Cc2ccc(-c3ccccc3C#N)cc2)c(=O)[nH]c2ncnn12. Product: CCCc1c(Cc2ccc(-c3ccccc3C#N)cc2)c(=O)n(CC)c2ncnn12. RXN SMILES: [C:32](=[O:33])([O-:34])[O-:35].[CH2:29]([CH3:30])[I:31].[CH3:38][N:39]([CH3:40])[CH:41]=[O:42].[CH3:43][CH2:44][O:45][C:46](=[O:47])[CH3:48].[K+:36].[K+:37].[O:1]=[c:2]1[nH:3][c:4]2[n:5]([c:6]([CH2:23][CH2:24][CH3:25])[c:7]1[CH2:8][c:9]1[cH:10][cH:11][c:12](-[c:15]3[c:16]([C:21]#[N:22])[cH:17][cH:18][cH:19][cH:20]3)[cH:13][cH:14]1)[n:26][cH:27][n:28]2>>[O:1]=[c:2]1[n:3]([CH2:29][CH3:30])[c:4]2[n:5]([c:6]([CH2:23][CH2:24][CH3:25])[c:7]1[CH2:8][c:9]1[cH:10][cH:11][c:12](-[c:15]3[c:16]([C:21]#[N:22])[cH:17][cH:18][cH:19][cH:20]3)[cH:13][cH:14]1)[n:26][cH:27][n:28]2. Procedure details: intermedius NRRL B-30560 was grown essentially as described in Example 2 in simplified MRS medium under anaerobic conditions using 2% fructose as the carbon source. The product patterns were analyzed by HPLC. The bacterium produced mannitol, lactic acid and acetic acid in product ratios similar to those obtained under aerobic conditions. The product is C([C@@H](O)[C@@H](O)[C@H](O)[C@H](O)CO)O (mannitol), C(C(O)C)(=O)O (lactic acid). As a reaction SMILES: [OH:1][CH2:2][C:3]([C@H:5]([C@@H:7]([C@@H:9]([CH2:11][OH:12])[OH:10])[OH:8])[OH:6])=[O:4].C(O)(=[O:15])C>>[CH2:11]([OH:12])[C@H:9]([C@H:7]([C@@H:5]([C@@H:3]([CH2:2][OH:1])[OH:4])[OH:6])[OH:8])[OH:10].[C:11]([OH:12])(=[O:15])[CH:9]([CH3:7])[OH:10]. Starting materials: C(C)(=O)O (acetic acid), OCC(=O)[C@@H](O)[C@H](O)[C@H](O)CO (fructose). Reported procedure: A 500 mL flask was charged with 4-amino-3-nitrophenol (15.4 g, 100 mmol, commercially available from Aldrich). Acetone (300 mL), cesium carbonate (39.09 g, 120 mmol) and 1,3-dibromopropane (40.84 mL, 400 mmol) were added to the flask and stirred at refluxed temperature. The reaction was monitored by LCMS and was complete in 6 hours. The reaction mixture was cooled to room temperature, filtered and washed with excess acetone. The organic layer was removed on a rotary evaporator under reduced pres... Yields the product BrCCCOC1=CC(=C(N)C=C1)[N+](=O)[O-] (4-(3-bromopropoxy)-2-nitroaniline). Conditions: time 6 hour. Solvent: CC(=O)C (Acetone). Reaction SMILES: [NH2:1][C:2]1[CH:7]=[CH:6][C:5]([OH:8])=[CH:4][C:3]=1[N+:9]([O-:11])=[O:10].C(=O)([O-])[O-].[Cs+].[Cs+].[Br:18][CH2:19][CH2:20][CH2:21]Br>CC(C)=O>[Br:18][CH2:19][CH2:20][CH2:21][O:8][C:5]1[CH:6]=[CH:7][C:2]([NH2:1])=[C:3]([N+:9]([O-:11])=[O:10])[CH:4]=1 |f:1.2.3|. Reactants: C([O-])([O-])=O.[Cs+].[Cs+] (cesium carbonate), BrCCCBr (1,3-dibromopropane), NC1=C(C=C(C=C1)O)[N+](=O)[O-] (4-amino-3-nitrophenol). The reactants are COC(C=1C(O)=C(C=CC1)N)=O (methyl-3-aminosalicylate), C(=O)[O-].[Na+] (sodium formate). Run in C(=O)O (formic acid). The product is COC(C1=C(C(=CC=C1)NC=O)O)=O (3-Formylamino-2-hydroxy-benzoic acid methyl ester). RXN SMILES: [CH3:1][O:2][C:3](=[O:12])[C:4]1[C:5](=[C:7]([NH2:11])[CH:8]=[CH:9][CH:10]=1)[OH:6].[CH:13]([O-])=[O:14].[Na+]>C(O)=O>[CH3:1][O:2][C:3](=[O:12])[C:4]1[CH:10]=[CH:9][CH:8]=[C:7]([NH:11][CH:13]=[O:14])[C:5]=1[OH:6] |f:1.2|. Procedure: To a solution of methyl-3-aminosalicylate (3.34 grams, 20 mmol) in concentrated formic acid (20 mL) was added solid sodium formate (1.36 grams, 20 mmol, 1 eq.) and the resulting suspension stirred under reflux for 2 hours. The precipitate was filtered at room temperature and washed with water until neutral. After drying on air, 3.595 grams (92%) light brown crystals were collected. M+196, M−194. Starting materials: FC1=C(C=CC(=C1)O)CC(=O)OC (methyl (2-fluoro-4-hydroxyphenyl)acetate), ClC=1C=NC(=NC1)N1CCC(CC1)[C@@H]1[C@@H](C1)CCO (2-{(1S,2R)-2-[1-(5-chloropyrimidin-2-yl)piperidin-4-yl]cyclopropyl}ethanol), N(=NC(=O)OC(C)(C)C)C(=O)OC(C)(C)C (di-tert-butyl azodicarboxylate), C1(=CC=CC=C1)P(C1=CC=CC=C1)C1=CC=CC=C1 (triphenylphosphine). The solvent is ClCCl (dichloromethane), ClCCl (dichloromethane). Run at time 3 hour. Yields the product ClC=1C=NC(=NC1)N1CCC(CC1)[C@@H]1[C@@H](C1)CCOC1=CC(=C(C=C1)CC(=O)OC)F (Methyl [4-(2-{(1S,2R)-2-[1-(5-chloropyrimidin-2-yl)piperidin-4-yl]cyclopropyl}ethoxy)-2-fluorophenyl]acetate). Reaction SMILES: [F:1][C:2]1[CH:7]=[C:6]([OH:8])[CH:5]=[CH:4][C:3]=1[CH2:9][C:10]([O:12][CH3:13])=[O:11].[Cl:14][C:15]1[CH:16]=[N:17][C:18]([N:21]2[CH2:26][CH2:25][CH:24]([C@H:27]3[CH2:29][C@H:28]3[CH2:30][CH2:31]O)[CH2:23][CH2:22]2)=[N:19][CH:20]=1.C1(P(C2C=CC=CC=2)C2C=CC=CC=2)C=CC=CC=1.N(C(OC(C)(C)C)=O)=NC(OC(C)(C)C)=O>ClCCl>[Cl:14][C:15]1[CH:16]=[N:17][C:18]([N:21]2[CH2:26][CH2:25][CH:24]([C@H:27]3[CH2:29][C@H:28]3[CH2:30][CH2:31][O:8][C:6]3[CH:5]=[CH:4][C:3]([CH2:9][C:10]([O:12][CH3:13])=[O:11])=[C:2]([F:1])[CH:7]=3)[CH2:23][CH2:22]2)=[N:19][CH:20]=1. Procedure: To a solution of methyl (2-fluoro-4-hydroxyphenyl)acetate (1.3 g, 4.61 mmol) in 15 ml anhydrous dichloromethane at RT was added a solution of 2-{(1S,2R)-2-[1-(5-chloropyrimidin-2-yl)piperidin-4-yl]cyclopropyl}ethanol (1.02 g, 1.70 mmol) in 5 ml of anhydrous dichloromethane, followed by triphenylphosphine (polymer-bound, 3.63 g, 10.5 mmol) and di-tert-butyl azodicarboxylate (2.13 g, 9.23 mmol). The mixture was stirred at RT for 3 hours, filtered through Celite and concentrated. The residue was pu... The reactants are C(C)(=O)O[BH-](OC(C)=O)OC(C)=O.[Na+] (sodium triacetoxyborohydride), ClC=1C(=C2C(=NC1)N(C(=C2)C2=CC(=C(C=O)C=C2)F)S(=O)(=O)C2=CC=C(C)C=C2)C2=CN=C(S2)C2(CCC2)OCOC (4-(5-chloro-4-(2-(1-(methoxymethoxy)cyclobutyl)thiazol-5-yl)-1-tosyl-1H-pyrrolo[2,3-b]pyridin-2-yl)-2-fluorobenzaldehyde), FC1CCNCC1 (4-fluoropiperidine), Cl (hydrochloric acid). As a reaction SMILES: [Cl:1][C:2]1[C:3]([C:30]2[S:34][C:33]([C:35]3([O:39][CH2:40][O:41][CH3:42])[CH2:38][CH2:37][CH2:36]3)=[N:32][CH:31]=2)=[C:4]2[CH:10]=[C:9]([C:11]3[CH:18]=[CH:17][C:14]([CH:15]=O)=[C:13]([F:19])[CH:12]=3)[N:8]([S:20]([C:23]3[CH:29]=[CH:28][C:26]([CH3:27])=[CH:25][CH:24]=3)(=[O:22])=[O:21])[C:5]2=[N:6][CH:7]=1.[F:43][CH:44]1[CH2:49][CH2:48][NH:47][CH2:46][CH2:45]1.Cl.C(O[BH-](OC(=O)C)OC(=O)C)(=O)C.[Na+]>C(O)(=O)C.ClCCl.CO>[Cl:1][C:2]1[C:3]([C:30]2[S:34][C:33]([C:35]3([O:39][CH2:40][O:41][CH3:42])[CH2:36][CH2:37][CH2:38]3)=[N:32][CH:31]=2)=[C:4]2[CH:10]=[C:9]([C:11]3[CH:18]=[CH:17][C:14]([CH2:15][N:47]4[CH2:48][CH2:49][CH:44]([F:43])[CH2:45][CH2:46]4)=[C:13]([F:19])[CH:12]=3)[N:8]([S:20]([C:23]3[CH:29]=[CH:28][C:26]([CH3:27])=[CH:25][CH:24]=3)(=[O:22])=[O:21])[C:5]2=[N:6][CH:7]=1 |f:3.4|. Yields the product ClC=1C(=C2C(=NC1)N(C(=C2)C2=CC(=C(C=C2)CN2CCC(CC2)F)F)S(=O)(=O)C2=CC=C(C)C=C2)C2=CN=C(S2)C2(CCC2)OCOC (5-(5-chloro-2-(3-fluoro-4-((4-fluoropiperidin-1-yl)methyl)phenyl)-1-tosyl-1H-pyrrolo[2,3-b]pyridin-4-yl)-2-(1-(methoxymethoxy)cyclobutyl)thiazole). Reaction conditions: time 30 minute. Run in ClCCl (dichloromethane), CO (methanol). Procedure: To a 4 mL reaction vial was added 4-(5-chloro-4-(2-(1-(methoxymethoxy)cyclobutyl)thiazol-5-yl)-1-tosyl-1H-pyrrolo[2,3-b]pyridin-2-yl)-2-fluorobenzaldehyde (Example 30A) (53 mg, 0.085 mmol), 4-fluoropiperidine, hydrochloric acid (35.46 mg, 0.255 mmol), methanol (0.5 ml), dichloromethane (0.5 ml), and a few drops of acetic acid. The reaction mixture was stirred at room temperature for 30 minutes, and sodium triacetoxyborohydride (53.82 mg, 0.255 mmol) was added. The reaction was stirred at room te... Reagents/catalysts: C(C)(=O)O (acetic acid). The reactants are C1(CCCCC1)C(=O)C1=CC(=CC(=C1)OC)OC (Cyclohexyl-(3,5-dimethoxy-phenyl)-methanone), C(CCC)C1(SCCS1)C1=CC(=CC(=C1)OC)OC (2-Butyl-2-(3,5-dimethoxy-phenyl)-[1,3]dithiolane). Run in CCCCCC.C(C)(=O)OCC (hexane ethyl acetate). Yields the product C1(CCCCC1)C1(SCCS1)C1=CC(=CC(=C1)OC)OC (2-Cyclohexyl-2-(3,5-dimethoxy-phenyl)-[1,3]dithiolane). Reaction SMILES: [CH:1]1([C:7]([C:9]2[CH:14]=[C:13]([O:15][CH3:16])[CH:12]=[C:11]([O:17][CH3:18])[CH:10]=2)=O)[CH2:6][CH2:5][CH2:4][CH2:3][CH2:2]1.C(C1(C2C=C(OC)C=C(OC)C=2)[S:27][CH2:26][CH2:25][S:24]1)CCC>CCCCCC.C(OCC)(=O)C>[CH:1]1([C:7]2([C:9]3[CH:14]=[C:13]([O:15][CH3:16])[CH:12]=[C:11]([O:17][CH3:18])[CH:10]=3)[S:27][CH2:26][CH2:25][S:24]2)[CH2:6][CH2:5][CH2:4][CH2:3][CH2:2]1 |f:2.3|. Procedure: Compound 11 was prepared from Compound 7 using the same procedure as described above for Compound 9. Yield 16.8 g (89.6%) as an oil. Rf=0.43 (hexane:ethyl acetate 92:8); IR (neat) 2930, 1198, 1062, 698 cm−1; 1H NMR δ 6.94 (d, J=2.4 Hz, 2H), 6.33 (t, J=2.25 Hz, 1H), 3.80 (s, 6H), 3.33–3.09 (m, 4H), 2.17–2.09 (m, 1H), 1.92–1.88 (m, 2H), 1.73–1.58 (m, 3H), 1.27–0.97 (m, 5H). 13C NMR δ 160.20, 148.17, 107.00, 98.59, 80.97, 55.60, 50.71, 39.07, 31.18, 26.91, 26.35; MS: (ESI, Pos.) m/z 347 ([M+23]+). The reactants are ClC1=C(C=C(C(=C1)C)[N+](=O)[O-])C (1-chloro-2,5-dimethyl-4-nitrobenzene), ClC1=C(C=CC(=C1)C)C (2-chloro-1,4-dimethylbenzene), C(=O)([O-])[O-].[K+].[K+] (K2CO3), [N+](=O)(O)[O-] (HNO3). Run in OS(=O)(=O)O (H2SO4). Run at temperature 2.5 celsius, time 30 minute. Yields the product ClC1=C(C(=CC(=C1)C)[N+](=O)[O-])C (1-Chloro-2,5-dimethyl-3-nitrobenzene). As a reaction SMILES: [Cl:1][C:2]1[CH:7]=[C:6]([CH3:8])[CH:5]=[CH:4][C:3]=1[CH3:9].[N+:10]([O-])([OH:12])=[O:11].C([O-])([O-])=O.[K+].[K+].ClC1C=C(C)C([N+]([O-])=O)=CC=1C>OS(O)(=O)=O>[Cl:1][C:2]1[CH:7]=[C:6]([CH3:8])[CH:5]=[C:4]([N+:10]([O-:12])=[O:11])[C:3]=1[CH3:9] |f:2.3.4|. Procedure details: To a solution of commercially available 2-chloro-1,4-dimethylbenzene (5 mL, 37 mmol) in concentrated H2SO4 (5 mL) cooled to 0-5° C. was added dropwise concentrated HNO3 (4.7 mL, 74.6 mmol) over 20 min. After the addition, the reaction was stirred at 0-5° C. for 30 min, then poured carefully into a mixture of ice and saturated aqueous K2CO3 solution (40 mL), and extracted with EtOAc (3×). The combined EtOAc extracts were washed with brine, dried (Na2SO4), filtered and concentrated under reduced p... Reactants: CC#N, O=[N+]([O-])c1ccc(Cl)nc1, NCCCN. Product: NCCCNc1ccc([N+](=O)[O-])cn1. RXN SMILES: [CH3:16][C:17]#[N:18].[Cl:1][c:2]1[n:3][cH:4][c:5]([N+:8](=[O:9])[O-:10])[cH:6][cH:7]1.[NH2:11][CH2:12][CH2:13][CH2:14][NH2:15]>>[c:2]1([NH:15][CH2:14][CH2:13][CH2:12][NH2:11])[n:3][cH:4][c:5]([N+:8](=[O:9])[O-:10])[cH:6][cH:7]1. The reactants are CCOC(=O)c1ncc2c(cc(-c3ccc(F)cc3)n2-c2ccc(F)cc2)c1O, O=C1CCC(=O)N1Cl, ClC(Cl)(Cl)Cl. Product: CCOC(=O)c1ncc2c(c1O)c(Cl)c(-c1ccc(F)cc1)n2-c1ccc(F)cc1. RXN SMILES: [CH2:1]([CH3:2])[O:3][C:4](=[O:5])[c:6]1[c:7]([OH:29])[c:8]2[c:9]([cH:10][n:11]1)[n:12](-[c:22]1[cH:23][cH:24][c:25]([F:28])[cH:26][cH:27]1)[c:13](-[c:15]1[cH:16][cH:17][c:18]([F:21])[cH:19][cH:20]1)[cH:14]2.[Cl:30][N:31]1[C:32](=[O:33])[CH2:34][CH2:35][C:36]1=[O:37].[Cl:38][C:39]([Cl:40])([Cl:41])[Cl:42]>>[CH2:1]([CH3:2])[O:3][C:4](=[O:5])[c:6]1[c:7]([OH:29])[c:8]2[c:9]([cH:10][n:11]1)[n:12](-[c:22]1[cH:23][cH:24][c:25]([F:28])[cH:26][cH:27]1)[c:13](-[c:15]1[cH:16][cH:17][c:18]([F:21])[cH:19][cH:20]1)[c:14]2[Cl:30].